Dataset: the Open Reaction Database (ORD), a public repository of structured organic reaction records. Task: describe an organic reaction: reactants, conditions, products, and yield Reactants: B, CSC, CO, CCC(C(=O)O)c1ccc([N+](=O)[O-])cc1, C1CCOC1. Product: CCC(CO)c1ccc([N+](=O)[O-])cc1. RXN SMILES: [BH3:19].[CH3:16][S:17][CH3:18].[CH3:20][OH:21].[N+:1](=[O:2])([O-:3])[c:4]1[cH:5][cH:6][c:7]([CH:10]([C:11](=[O:12])[OH:13])[CH2:14][CH3:15])[cH:8][cH:9]1.[O:22]1[CH2:23][CH2:24][CH2:25][CH2:26]1>>[N+:1](=[O:2])([O-:3])[c:4]1[cH:5][cH:6][c:7]([CH:10]([CH2:11][OH:12])[CH2:14][CH3:15])[cH:8][cH:9]1. The reactants are BrC1=C(C=C(C=C1)S(=O)(=O)N1C=CC2=CC=CC=C12)CO ([2-Bromo-5-(indole-1-sulfonyl) phenyl] methanol). The reagents and catalysts are [O-2].[O-2].[Mn+4] (manganese dioxide). Run in C(CCl)Cl (ethylene dichloride). Yields the product BrC1=C(C=O)C=C(C=C1)S(=O)(=O)N1C=CC2=CC=CC=C12 (2-Bromo-5-(indole-1-sulfonyl) benzaldehyde). The yield is 72.7%. As a reaction SMILES: [Br:1][C:2]1[CH:7]=[CH:6][C:5]([S:8]([N:11]2[C:19]3[C:14](=[CH:15][CH:16]=[CH:17][CH:18]=3)[CH:13]=[CH:12]2)(=[O:10])=[O:9])=[CH:4][C:3]=1[CH2:20][OH:21]>C(Cl)CCl.[O-2].[O-2].[Mn+4]>[Br:1][C:2]1[CH:7]=[CH:6][C:5]([S:8]([N:11]2[C:19]3[C:14](=[CH:15][CH:16]=[CH:17][CH:18]=3)[CH:13]=[CH:12]2)(=[O:9])=[O:10])=[CH:4][C:3]=1[CH:20]=[O:21] |f:2.3.4|. Procedure details: To a solution of [2-Bromo-5-(indole-1-sulfonyl) phenyl] methanol (4.73 grams, 12.92 mmol) (obtained from preparation 2) in ethylene dichloride (75 mL) was added manganese dioxide (8.92 grams, 102.5 mmol). The reaction mass was heated to reflux temperature and maintained under reflux for 3 hours while monitoring the progress of the reaction by TLC. After completion of the reaction, the reaction mass was filtered through hyflow bed and the bed was washed with ethylene dichloride (2×10 mL). The cle...